describe an organic reaction: reactants, conditions, products, and yield From a dataset of the Open Reaction Database (ORD), a public repository of structured organic reaction records. Reactants: ClC=1C=CC=C2C(=NNC12)C1=C(C=C(C=C1)OC)C (7-chloro-3-(4-methoxy-2-methylphenyl)-1H-indazole), [H-].[Na+] (sodium hydride), C(CC)I (1-propyl iodide). The product is ClC1=CC=CC2=C(N(N=C12)CCC)C1=C(C=C(C=C1)OC)C (7-CHLORO-3-(4-METHOXY-2-METHYLPHENYL)-2-PROPYL-2H-INDAZOLE). Isolated yield 34.2%. Reaction SMILES: [Cl:1][C:2]1[CH:3]=[CH:4][CH:5]=[C:6]2[C:10]=1[NH:9][N:8]=[C:7]2[C:11]1[CH:16]=[CH:15][C:14]([O:17][CH3:18])=[CH:13][C:12]=1[CH3:19].[H-].[Na+].[CH2:22](I)[CH2:23][CH3:24]>>[Cl:1][C:2]1[C:10]2[C:6](=[C:7]([C:11]3[CH:16]=[CH:15][C:14]([O:17][CH3:18])=[CH:13][C:12]=3[CH3:19])[N:8]([CH2:22][CH2:23][CH3:24])[N:9]=2)[CH:5]=[CH:4][CH:3]=1 |f:1.2|. Procedure details: Prepared according to Example 101 from 7-chloro-3-(4-methoxy-2-methylphenyl)-1H-indazole (0.150 g, 0.52 mmol), sodium hydride (60% in oil, 0.025 g, 1.04 mmol) and 1-propyl iodide (0.07 mL, 0.7 mmol) to give the title compound (0.056 g) as a white solid.